Dataset: the Open Reaction Database (ORD), a public repository of structured organic reaction records. Task: describe an organic reaction: reactants, conditions, products, and yield The reactants are CN(NC(=O)NC1=C(C=CC=C1)C)C (2,2-dimethyl-N-(2-methylphenyl) hydrazine carboxamide), C(Cl)Cl (methylene chloride), ClC(Cl)(OC(OC(Cl)(Cl)Cl)=O)Cl (triphosgene). Product: ClC=1N(C(N(N1)C)=O)C1=C(C=CC=C1)C (5-Chloro 2,4-dihydro-2-methyl-4-(2-methylphenyl)-3H-1,2,4-triazol-3-one). Yield: 64.0%. RXN SMILES: C[N:2](C)[NH:3][C:4]([NH:6][C:7]1[CH:12]=[CH:11][CH:10]=[CH:9][C:8]=1[CH3:13])=[O:5].Cl[C:16]([Cl:26])(OC(=O)OC(Cl)(Cl)Cl)Cl.[CH2:27](Cl)Cl>>[Cl:26][C:16]1[N:6]([C:7]2[CH:12]=[CH:11][CH:10]=[CH:9][C:8]=2[CH3:13])[C:4](=[O:5])[N:3]([CH3:27])[N:2]=1. Reported procedure: To a solution of 11.1 g 2,2-dimethyl-N-(2-methylphenyl) hydrazine carboxamide dissolved in 600 mL methylene chloride under N2 was added 17.1 g triphosgene. The solution was heated at reflux overnight, cooled, then concentrated under reduced pressure. The resulting residue was dissolved in ethyl acetate and washed with water, then saturated aqueous NaCl. The organic phase was dried (MgSO4), filtered, and concentrated under reduced pressure. The residue was purified by flash chromatography (30-50%... Reactants: CC1(C)OCC(c2cncc(-c3nc(NCc4ccccn4)c4c(-c5ccccc5)cccc4n3)c2)CO1, CO. Yields the product OCC(CO)c1cncc(-c2nc(NCc3ccccn3)c3c(-c4ccccc4)cccc3n2)c1. As a reaction SMILES: [CH3:1][C:2]1([CH3:38])[O:3][CH2:4][CH:5]([c:8]2[cH:9][c:10](-[c:14]3[n:15][c:16]4[cH:17][cH:18][cH:19][c:20](-[c:32]5[cH:33][cH:34][cH:35][cH:36][cH:37]5)[c:21]4[c:22]([NH:24][CH2:25][c:26]4[n:27][cH:28][cH:29][cH:30][cH:31]4)[n:23]3)[cH:11][n:12][cH:13]2)[CH2:6][O:7]1.[CH3:39][OH:40]>>[OH:3][CH2:4][CH:5]([CH2:6][OH:7])[c:8]1[cH:9][c:10](-[c:14]2[n:15][c:16]3[cH:17][cH:18][cH:19][c:20](-[c:32]4[cH:33][cH:34][cH:35][cH:36][cH:37]4)[c:21]3[c:22]([NH:24][CH2:25][c:26]3[n:27][cH:28][cH:29][cH:30][cH:31]3)[n:23]2)[cH:11][n:12][cH:13]1.